Task: describe an organic reaction: reactants, conditions, products, and yield. Dataset: the Open Reaction Database (ORD), a public repository of structured organic reaction records The reactants are C(C)(=O)OCC1=C(C=CC(=C1)N(C(=O)OC(C)(C)C)C1=CC=C(C=C1)C#N)Br (2-bromo-5-[N-(tert-butoxycarbonyl)-4-cyanophenylamino]benzyl acetate), Cl (hydrogen chloride), [OH-].[Na+] (sodium hydroxide). Run in ice water, O1CCOCC1 (dioxane). Product: C(C)(=O)OCC1=C(C=CC(=C1)NC1=CC=C(C=C1)C#N)Br (2-bromo-5-(4-cyanophenylamino)benzyl acetate). As a reaction SMILES: [C:1]([O:4][CH2:5][C:6]1[CH:11]=[C:10]([N:12]([C:20]2[CH:25]=[CH:24][C:23]([C:26]#[N:27])=[CH:22][CH:21]=2)C(OC(C)(C)C)=O)[CH:9]=[CH:8][C:7]=1[Br:28])(=[O:3])[CH3:2].Cl.[OH-].[Na+]>O1CCOCC1>[C:1]([O:4][CH2:5][C:6]1[CH:11]=[C:10]([NH:12][C:20]2[CH:25]=[CH:24][C:23]([C:26]#[N:27])=[CH:22][CH:21]=2)[CH:9]=[CH:8][C:7]=1[Br:28])(=[O:3])[CH3:2] |f:2.3|. Procedure: 2-bromo-5-[N-(tert-butoxycarbonyl)-4-cyanophenylamino]benzyl acetate (3.02 g, 6.78 mmol) was treated with 4 mol/L hydrogen chloride in dioxane (20 mL) at room temperature for two hours. This was neutralized with 1 mol/L sodium hydroxide to PH=6 to 7 in ice-water bath and then extracted with ethyl acetate. The organic layer was washed with brine, dried over anhydrous sodium sulfate. The solvent was removed under reduced pressure to give 2-bromo-5-(4-cyanophenylamino)benzyl acetate, which was used...